Dataset: the Open Reaction Database (ORD), a public repository of structured organic reaction records. Task: describe an organic reaction: reactants, conditions, products, and yield Starting materials: C1CCOC1, CCOC(C)=O, Nc1ccc(CCCCCc2ccc(Cl)c(Cl)c2)cc1, Cl, O=C(O)c1cc([N+](=O)[O-])ccc1F. Product: O=C(O)c1cc([N+](=O)[O-])ccc1Nc1ccc(CCCCCc2ccc(Cl)c(Cl)c2)cc1. As a reaction SMILES: [CH2:35]1[O:36][CH2:37][CH2:38][CH2:39]1.[CH3:40][CH2:41][O:42][C:43]([CH3:44])=[O:45].[Cl:1][c:2]1[cH:3][c:4]([CH2:9][CH2:10][CH2:11][CH2:12][CH2:13][c:14]2[cH:15][cH:16][c:17]([NH2:20])[cH:18][cH:19]2)[cH:5][cH:6][c:7]1[Cl:8].[ClH:34].[F:21][c:22]1[c:23]([C:24](=[O:25])[OH:26])[cH:27][c:28]([N+:31](=[O:32])[O-:33])[cH:29][cH:30]1>>[Cl:1][c:2]1[cH:3][c:4]([CH2:9][CH2:10][CH2:11][CH2:12][CH2:13][c:14]2[cH:15][cH:16][c:17]([NH:20][c:22]3[c:23]([C:24](=[O:25])[OH:26])[cH:27][c:28]([N+:31](=[O:32])[O-:33])[cH:29][cH:30]3)[cH:18][cH:19]2)[cH:5][cH:6][c:7]1[Cl:8].